The task is: describe an organic reaction: reactants, conditions, products, and yield. This data is from the Open Reaction Database (ORD), a public repository of structured organic reaction records. Starting materials: C(C1=CC=CC=C1)C1=CC(=CO1)CO ((5-benzyl-3-furyl)carbinol), C(=C)C1C(C1)(C(=O)OC)C(=O)OC (dimethyl 2-vinylcyclopropane-1,1-dicarboxylate), C1(O)=CC=C(O)C=C1 (hydroquinone). The reagents and catalysts are C(C)(=O)[O-].[Ca+2].C(C)(=O)[O-] (calcium acetate), C(C)(=O)[O-].C(C)(=O)[O-].C(CCC)[Sn+2]CCCC (dibutyltin diacetate). Solvent: CO (methanol). Product: C(=C)C1C(C1)(C(=O)OC)C(=O)OCC1=COC(=C1)CC1=CC=CC=C1 (methyl (5-benzyl-3-furyl)methyl 2-vinylcyclopropane-1,1-dicarboxylate). Yield: 34.9%. Reaction SMILES: [CH2:1]([C:8]1[O:12][CH:11]=[C:10]([CH2:13][OH:14])[CH:9]=1)[C:2]1[CH:7]=[CH:6][CH:5]=[CH:4][CH:3]=1.[CH:15]([CH:17]1[CH2:19][C:18]1([C:24](OC)=[O:25])[C:20]([O:22][CH3:23])=[O:21])=[CH2:16].C1(C=CC(O)=CC=1)O>C([O-])(=O)C.[Ca+2].C([O-])(=O)C.C([O-])(=O)C.C([O-])(=O)C.C([Sn+2]CCCC)CCC.CO>[CH:15]([CH:17]1[CH2:19][C:18]1([C:24]([O:14][CH2:13][C:10]1[CH:9]=[C:8]([CH2:1][C:2]2[CH:3]=[CH:4][CH:5]=[CH:6][CH:7]=2)[O:12][CH:11]=1)=[O:25])[C:20]([O:22][CH3:23])=[O:21])=[CH2:16] |f:3.4.5,6.7.8|. Reported procedure: Twenty grams (0.106 mol) (5-benzyl-3-furyl)carbinol was charged to a stirred glass reactor with 39 g (0.212 mol) dimethyl 2-vinylcyclopropane-1,1-dicarboxylate, 0.5 g hydroquinone, 0.5 g calcium acetate and 0.38 g dibutyltin diacetate and heated. After the temperature reached about 165° C., methanol began to distill from the reaction mixture and was collected by means of a suitable condenser-trap arrangement. When the transalcoholysis was essentially complete (3.2 g methanol collected; reaction ... The reactants are C1(CCCCC1)P(C1=C(C=CC=C1)C1=C(C=C(C=C1C(C)C)C(C)C)C(C)C)C1CCCCC1 (dicyclohexyl(2′,4′,6′-triisopropylbiphenyl-2-yl)phosphine), O1CCN(CC1)C1=NC=C(C=C1N)N1CCOCC1 (2,5-dimorpholinopyridin-3-amine), ClC1=C(C(=NC2=CC(=CC(=C12)F)F)C=1C=CC(=NC1)N1CC(CC1)O)C (1-(5-(4-chloro-5,7-difluoro-3-methylquinolin-2-yl)pyridin-2-yl)pyrrolidin-3-ol), CC(C)([O-])C.[Na+] (sodium tert-butoxide). Reagents/catalysts: C=1C=CC(=CC1)/C=C/C(=O)/C=C/C2=CC=CC=C2.C=1C=CC(=CC1)/C=C/C(=O)/C=C/C2=CC=CC=C2.C=1C=CC(=CC1)/C=C/C(=O)/C=C/C2=CC=CC=C2.[Pd].[Pd] (Pd2dba3). Solvent: C1(=CC=CC=C1)C (toluene). Yields the product O1CCN(CC1)C1=NC=C(C=C1NC1=C(C(=NC2=CC(=CC(=C12)F)F)C=1C=CC(=NC1)N1CC(CC1)O)C)N1CCOCC1 (1-(5-(4-(2,5-dimorpholinopyridin-3-ylamino)-5,7-difluoro-3-methylquinolin-2-yl)pyridin-2-yl)pyrrolidin-3-ol). RXN SMILES: C1(P(C2CCCCC2)C2C=CC=CC=2C2C(C(C)C)=CC(C(C)C)=CC=2C(C)C)CCCCC1.[O:35]1[CH2:40][CH2:39][N:38]([C:41]2[C:46]([NH2:47])=[CH:45][C:44]([N:48]3[CH2:53][CH2:52][O:51][CH2:50][CH2:49]3)=[CH:43][N:42]=2)[CH2:37][CH2:36]1.Cl[C:55]1[C:64]2[C:59](=[CH:60][C:61]([F:66])=[CH:62][C:63]=2[F:65])[N:58]=[C:57]([C:67]2[CH:68]=[CH:69][C:70]([N:73]3[CH2:77][CH2:76][CH:75]([OH:78])[CH2:74]3)=[N:71][CH:72]=2)[C:56]=1[CH3:79].CC(C)([O-])C.[Na+]>C1(C)C=CC=CC=1.C1C=CC(/C=C/C(/C=C/C2C=CC=CC=2)=O)=CC=1.C1C=CC(/C=C/C(/C=C/C2C=CC=CC=2)=O)=CC=1.C1C=CC(/C=C/C(/C=C/C2C=CC=CC=2)=O)=CC=1.[Pd].[Pd]>[O:35]1[CH2:40][CH2:39][N:38]([C:41]2[C:46]([NH:47][C:55]3[C:64]4[C:59](=[CH:60][C:61]([F:66])=[CH:62][C:63]=4[F:65])[N:58]=[C:57]([C:67]4[CH:68]=[CH:69][C:70]([N:73]5[CH2:77][CH2:76][CH:75]([OH:78])[CH2:74]5)=[N:71][CH:72]=4)[C:56]=3[CH3:79])=[CH:45][C:44]([N:48]3[CH2:49][CH2:50][O:51][CH2:52][CH2:53]3)=[CH:43][N:42]=2)[CH2:37][CH2:36]1 |f:3.4,6.7.8.9.10|. Procedure: The Buchwald coupled product was prepared according to Procedure S using of dicyclohexyl(2′,4′,6′-triisopropylbiphenyl-2-yl)phosphine (8.73 mg, 0.018 mmol), 2,5-dimorpholinopyridin-3-amine (0.036 g, 0.14 mmol), 1-(5-(4-chloro-5,7-difluoro-3-methylquinolin-2-yl)pyridin-2-yl)pyrrolidin-3-ol (0.043 g, 0.11 mmol), Pd2dba3 (0.004 g, 0.005 mmol) and sodium tert-butoxide (0.027 g, 0.29 mmol) in toluene (1.1 mL) at 100° C. for 2.5 h. The crude product was purified by column chromatography on silica gel ...